This data is from the Open Reaction Database (ORD), a public repository of structured organic reaction records. The task is: describe an organic reaction: reactants, conditions, products, and yield Reactants: ( a ), ( b ), ( c ), FC(C1=C(NC=C1)C(=O)OC)(F)F (methyl 3-(trifluoromethyl)-1H-pyrrole-2-carboxylate), COC1=CC=C(C=C1)B(O)O (4-methoxyphenylboronic acid), FC1=C(C=CC(=C1F)O)CCC(=O)OCC (ethyl 3-(2,3-difluoro-4-hydroxyphenyl)propanoate). The product is FC1=C(C=CC(=C1F)OCC=1N(C=CC1C(F)(F)F)C1=CC=C(C=C1)OC)CCC(=O)O (3-(2,3-Difluoro-4-{[1-(4-methoxyphenyl)-3-(trifluoromethyl)-1H-pyrrol-2-yl]methoxy}phenyl)propanoic acid). As a reaction SMILES: [F:1][C:2]([F:13])([F:12])[C:3]1[CH:7]=[CH:6][NH:5][C:4]=1[C:8]([O:10][CH3:11])=O.[CH3:14][O:15][C:16]1[CH:21]=[CH:20][C:19](B(O)O)=[CH:18][CH:17]=1.[F:25][C:26]1[C:31]([F:32])=C(O)[CH:29]=[CH:28][C:27]=1[CH2:34][CH2:35][C:36]([O:38]CC)=[O:37]>>[F:25][C:26]1[C:31]([F:32])=[C:11]([O:10][CH2:8][C:4]2[N:5]([C:19]3[CH:20]=[CH:21][C:16]([O:15][CH3:14])=[CH:17][CH:18]=3)[CH:6]=[CH:7][C:3]=2[C:2]([F:13])([F:12])[F:1])[CH:29]=[CH:28][C:27]=1[CH2:34][CH2:35][C:36]([OH:38])=[O:37]. Procedure details: The title compound was prepared by (a) reacting the product prepared in Step B of Example 1 and 4-methoxyphenylboronic acid according to the procedure described in Example 1, Step C, (b) then reacting the resulting product according to the procedure in Example 1, Step D, and (c) then reacting the resulting product with ethyl 3-(2,3-difluoro-4-hydroxyphenyl)propanoate according to the procedure described in Example 1, Steps E and F. Reactants: FC=1C=C(C(=NC1)N)C#C[Si](C)(C)C (5-fluoro-3-trimethylsilanylethynylpyridin-2-ylamine), CC(C)([O-])C.[K+] (potassium tert-butoxide), [Cl-].[Na+] (sodium chloride). The solvent is CN1C(CCC1)=O (1-methylpyrrolidin-2-one). Reaction conditions: time 4 hour. Yields the product FC=1C=C2C(=NC1)NC=C2 (5-fluoro-1H-pyrrolo[2,3-b]pyridine). Isolated yield 94.6%. Reaction SMILES: [F:1][C:2]1[CH:3]=[C:4]([C:9]#[C:10][Si](C)(C)C)[C:5]([NH2:8])=[N:6][CH:7]=1.CC(C)([O-])C.[K+].[Cl-].[Na+]>CN1CCCC1=O>[F:1][C:2]1[CH:3]=[C:4]2[CH:9]=[CH:10][NH:8][C:5]2=[N:6][CH:7]=1 |f:1.2,3.4|. Procedure: A mixture of 3.8 g of 5-fluoro-3-trimethylsilanylethynylpyridin-2-ylamine and 3.4 g of potassium tert-butoxide in 100 ml of 1-methylpyrrolidin-2-one is brought to around 130° C. for approximately 4 hours. After returning to a temperature in the region of 20° C., the mixture is run into 1000 ml of a saturated aqueous sodium chloride solution and extracted with five times 250 ml of diethyl ether. The organic phases are combined, washed with five times 100 ml of a saturated aqueous sodium chloride ... The reactants are COB(OC)OC (trimethylborate), C1(=CC=CC=C1)CN(C[C@@H](O)C1=CC(=CC=C1)OCCCOCC1=CC=CC=C1)CC1=CC=CC=C1 ((1S)-2-[bis(phenylmethyl)amino]-1-[3-({3-[(phenylmethyl)oxy]propyl}oxy)phenyl]ethanol), [Li]CCCC (nBuLi). Run in C1(=CC=CC=C1)C (toluene), CCCCCC (hexane). Conditions: time 2 hour. Product: C1(=CC=CC=C1)CN(CC1=CC=CC=C1)C[C@H]1OB(C2=C1C=CC=C2OCCCOCC2=CC=CC=C2)O ((3S)-3-{[bis(phenylmethyl)amino]methyl}-7-({3-[(phenylmethyl)oxy]propyl}oxy)-2,1-benzoxaborol-1(3H)-ol). As a reaction SMILES: [C:1]1([CH2:7][N:8]([CH2:30][C:31]2[CH:36]=[CH:35][CH:34]=[CH:33][CH:32]=2)[CH2:9][C@H:10]([C:12]2[CH:17]=[CH:16][CH:15]=[C:14]([O:18][CH2:19][CH2:20][CH2:21][O:22][CH2:23][C:24]3[CH:29]=[CH:28][CH:27]=[CH:26][CH:25]=3)[CH:13]=2)[OH:11])[CH:6]=[CH:5][CH:4]=[CH:3][CH:2]=1.[Li]CCCC.C[O:43][B:44](OC)OC>C1(C)C=CC=CC=1.CCCCCC>[C:31]1([CH2:30][N:8]([CH2:9][C@@H:10]2[C:12]3[CH:17]=[CH:16][CH:15]=[C:14]([O:18][CH2:19][CH2:20][CH2:21][O:22][CH2:23][C:24]4[CH:25]=[CH:26][CH:27]=[CH:28][CH:29]=4)[C:13]=3[B:44]([OH:43])[O:11]2)[CH2:7][C:1]2[CH:2]=[CH:3][CH:4]=[CH:5][CH:6]=2)[CH:32]=[CH:33][CH:34]=[CH:35][CH:36]=1. Procedure: To a solution of (1S)-2-[bis(phenylmethyl)amino]-1-[3-({3-[(phenylmethyl)oxy]propyl}oxy)phenyl]ethanol (240 mg, 0.50 mmol) in 5 mL of toluene at −20° C. was added 1.75 mmol of nBuLi in hexane (2.59 M, 0.67 mL) over about 5 minutes. The mixture was then stirred for 2 h and then quenched with freshly distilled trimethylborate (0.28 mL, 259 mg, 2.5 mmol). The cold bath was removed and the mixture warmed to room temperature. The reaction was then diluted with 10 mL of TBME, then 5 mL of saturated Na... Starting materials: O=C1CCC(=O)N1C(=O)OCc1ccccc1, CCN(C(C)C)C(C)C, Cl, NC(Cc1cc(I)ccc1OCc1ccccc1)C(=O)O, CN(C)C=O. Yields the product O=C(NC(Cc1cc(I)ccc1OCc1ccccc1)C(=O)O)OCc1ccccc1. Reaction SMILES: [CH2:32]([c:33]1[cH:34][cH:35][cH:36][cH:37][cH:38]1)[O:39][C:40](=[O:41])[N:42]1[C:43](=[O:44])[CH2:45][CH2:46][C:47]1=[O:48].[CH:1]([N:2]([CH2:3][CH3:4])[CH:5]([CH3:6])[CH3:7])([CH3:8])[CH3:9].[ClH:10].[NH2:11][CH:12]([C:13](=[O:14])[OH:15])[CH2:16][c:17]1[c:18]([O:24][CH2:25][c:26]2[cH:27][cH:28][cH:29][cH:30][cH:31]2)[cH:19][cH:20][c:21]([I:23])[cH:22]1.[O:49]=[CH:50][N:51]([CH3:52])[CH3:53]>>[NH:11]([CH:12]([C:13](=[O:14])[OH:15])[CH2:16][c:17]1[c:18]([O:24][CH2:25][c:26]2[cH:27][cH:28][cH:29][cH:30][cH:31]2)[cH:19][cH:20][c:21]([I:23])[cH:22]1)[C:40]([O:39][CH2:32][c:33]1[cH:34][cH:35][cH:36][cH:37][cH:38]1)=[O:41]. Starting materials: Ceric ammonium nitrate, C(C)(C)(C)OC(=O)N1[C@@H](CCC1)C=1NC(=CC(C1C(=O)OCC)C=1N=CC(=NC1)C(=O)OCC)CC1=C(C=C(C=C1)F)F (Ethyl 5-[2-[(2S)-1-(tert-butoxycarbonyl)pyrrolidinyl]-6-(2,4-difluorobenzyl)-3-(ethoxycarbonyl)-1,4-dihydro-4-pyridinyl]-2-pyrazinecarboxylate), CCOC(=O)C (EtOAc). The solvent is O (H2O), CC#N (CH3CN). Run at time 30 minute. Product: FC1=C(CC=2C=C(C3=C([C@@H]4CCCN4C3=O)N2)C=2N=CC(=NC2)C(=O)OCC)C=CC(=C1)F (Ethyl 5-[(9aS)-2-(2,4-difluorobenzyl)-5-oxo-7,8,9,9a-tetrahydro-5H-pyrido[2,3-a]pyrrolizin-4-yl]-2-pyrazinecarboxylate). Isolated yield 25.6%. As a reaction SMILES: C(O[C:6]([N:8]1[CH2:12][CH2:11][CH2:10][C@H:9]1[C:13]1[NH:14][C:15]([CH2:35][C:36]2[CH:41]=[CH:40][C:39]([F:42])=[CH:38][C:37]=2[F:43])=[CH:16][CH:17]([C:24]2[N:25]=[CH:26][C:27]([C:30]([O:32][CH2:33][CH3:34])=[O:31])=[N:28][CH:29]=2)[C:18]=1C(OCC)=O)=[O:7])(C)(C)C.CCOC(C)=O>CC#N.O>[F:43][C:37]1[CH:38]=[C:39]([F:42])[CH:40]=[CH:41][C:36]=1[CH2:35][C:15]1[CH:16]=[C:17]([C:24]2[N:25]=[CH:26][C:27]([C:30]([O:32][CH2:33][CH3:34])=[O:31])=[N:28][CH:29]=2)[C:18]2[C:6](=[O:7])[N:8]3[C@@H:9]([CH2:10][CH2:11][CH2:12]3)[C:13]=2[N:14]=1. Procedure details: Ethyl 5-[2-[(2S)-1-(tert-butoxycarbonyl)pyrrolidinyl]-6-(2,4-difluorobenzyl)-3-(ethoxycarbonyl)-1,4-dihydro-4-pyridinyl]-2-pyrazinecarboxylate (1.3 g, 2.17 mmol) was dissolved in 8 mL of CH3CN and 4 mL of H2O. Ceric ammonium nitrate (2.38 g, 4.34 mmol) was added and the reaction mixture stirred at ambient temperature for 30 min and then EtOAc was added and the organics extracted and washed with H2O, brine, and then dried (Na2SO4), filtered and concentrated to a brown solid. The solid was subject...